Dataset: the Open Reaction Database (ORD), a public repository of structured organic reaction records. Task: describe an organic reaction: reactants, conditions, products, and yield The reactants are N#N (N2), ClCC=1N=C(SC1)C(C)=O (1-(4-chloromethyl-thiazol-2-yl)-ethanone), [N-]=[N+]=[N-].[Na+] (NaN3). The solvent is CN(C)C=O (DMF). Product: N(=[N+]=[N-])CC=1N=C(SC1)C(C)=O (1-(4-(azidomethyl)-thiazol-2-yl)-ethanone). RXN SMILES: N#N.Cl[CH2:4][C:5]1[N:6]=[C:7]([C:10](=[O:12])[CH3:11])[S:8][CH:9]=1.[N-:13]=[N+:14]=[N-:15].[Na+]>CN(C=O)C>[N:13]([CH2:4][C:5]1[N:6]=[C:7]([C:10](=[O:12])[CH3:11])[S:8][CH:9]=1)=[N+:14]=[N-:15] |f:2.3|. Reported procedure: In a flame dried round-bottomed flask equipped with a magnetic stir bar and under inert atmosphere (N2), a solution of 1-(4-chloromethyl-thiazol-2-yl)-ethanone (1.08 g, 6.13 mmol) in dry DMF (21 mL) and treated with NaN3 (1.20 g, 18.39 mmol) at 65° C. until completion of the reaction. The reaction mixture was then cooled down to rt and partitioned between EA and water. The layers were separated and the org. layer dried over MgSO4, filtered and concentrated under reduced pressure to give crude 1-... Starting materials: CC(C)(C)OC(=O)COc1ccc(-c2ccc(F)cc2)nc1, O=C(O)C(F)(F)F. Product: O=C(O)C(F)(F)F, O=C(O)COc1ccc(-c2ccc(F)cc2)nc1. Reaction SMILES: [C:1]([CH3:2])([CH3:3])([CH3:4])[O:5][C:6]([CH2:7][O:8][c:9]1[cH:10][n:11][c:12](-[c:15]2[cH:16][cH:17][c:18]([F:21])[cH:19][cH:20]2)[cH:13][cH:14]1)=[O:22].[F:23][C:24]([C:25](=[O:26])[OH:27])([F:28])[F:29]>>[F:23][C:24]([C:25](=[O:26])[OH:27])([F:28])[F:29].[O:5]=[C:6]([CH2:7][O:8][c:9]1[cH:10][n:11][c:12](-[c:15]2[cH:16][cH:17][c:18]([F:21])[cH:19][cH:20]2)[cH:13][cH:14]1)[OH:22]. Starting materials: C(C)(=O)[C@]1(C(=C(O[C@@H]([C@H]1O)CO)C(C)=O)C(C)=O)O (triacetyl glucal), O.C1(=CC=C(C=C1)S(=O)(=O)O)C (p-toluenesulfonic acid monohydrate), [Li+].[Br-] (LiBr), CO (MeOH). Run in CC#N (CH3CN). Reaction conditions: time 3 hour. Yields the product O=C[C@H](O)[C@@H](O)[C@H](O)[C@H](O)CO (D-glucose). Reaction SMILES: C([C@:4]1([OH:19])[C@H:9]([OH:10])[C@@H:8]([CH2:11][OH:12])[O:7]C(C(=O)C)=[C:5]1[C:16](=[O:18])C)(=O)C.[Li+].[Br-].CO.O.C1(C)C=CC(S(O)(=O)=[O:32])=CC=1>CC#N>[O:12]=[CH:11][C@@H:8]([C@H:9]([C@@H:4]([C@@H:5]([CH2:16][OH:18])[OH:32])[OH:19])[OH:10])[OH:7] |f:1.2,4.5|. Reported procedure: To a solution of the crude triacetyl glucal 3 (9.54 g, 35.0 mmol) in CH3CN (150 mL) was successively added LiBr (3.65 g, 42.0 mmol), MeOH (2.25 g, 70.2 mmol), and p-toluenesulfonic acid monohydrate (p-TsOH.H2O, 954 mg) at room temperature. After being stirred for 3 h, the reaction mixture was concentrated to a small volume, diluted with cold 5% NaHCO3 solution, and extracted with CHCl3. The organic extract was washed with ice-water, dried over MgSO4, and evaporated in vacuo. The residue was chro... Reactants: CC(C)(C)OC(=O)N1CCNCC1, CCOC(C)=O, Cn1c(=O)[nH]c(=O)c2c1nc(Cl)n2-c1ccccc1Cl. The product is Cn1c(=O)[nH]c(=O)c2c1nc(N1CCN(C(=O)OC(C)(C)C)CC1)n2-c1ccccc1Cl. RXN SMILES: [C:21]([CH3:22])([CH3:23])([CH3:24])[O:25][C:26](=[O:27])[N:28]1[CH2:29][CH2:30][NH:31][CH2:32][CH2:33]1.[CH3:34][CH2:35][O:36][C:37](=[O:38])[CH3:39].[Cl:1][c:2]1[n:3][c:4]2[n:5]([CH3:20])[c:6](=[O:19])[nH:7][c:8](=[O:18])[c:9]2[n:10]1-[c:11]1[c:12]([Cl:17])[cH:13][cH:14][cH:15][cH:16]1>>[c:2]1([N:31]2[CH2:30][CH2:29][N:28]([C:26]([O:25][C:21]([CH3:22])([CH3:23])[CH3:24])=[O:27])[CH2:33][CH2:32]2)[n:3][c:4]2[n:5]([CH3:20])[c:6](=[O:19])[nH:7][c:8](=[O:18])[c:9]2[n:10]1-[c:11]1[c:12]([Cl:17])[cH:13][cH:14][cH:15][cH:16]1. RXN SMILES: [CH:13]([CH3:14])([CH3:15])[O:16][C:17](=[O:18])[N:19]1[CH2:20][CH2:21][CH:22]([OH:25])[CH2:23][CH2:24]1.[Cl:1][c:2]1[n:3][cH:4][cH:5][c:6]([N+:10]([O-:11])=[O:12])[c:7]1[O:8][CH3:9].[H-:26].[Na+:27].[O:28]1[CH2:29][CH2:30][O:31][CH2:32][CH2:33]1>>[Cl:1][c:2]1[n:3][cH:4][cH:5][c:6]([O:25][CH:22]2[CH2:21][CH2:20][N:19]([C:17]([O:16][CH:13]([CH3:14])[CH3:15])=[O:18])[CH2:24][CH2:23]2)[c:7]1[O:8][CH3:9]. Product: COc1c(OC2CCN(C(=O)OC(C)C)CC2)ccnc1Cl. The reactants are CC(C)OC(=O)N1CCC(O)CC1, COc1c([N+](=O)[O-])ccnc1Cl, [H-], [Na+], C1COCCO1.